From a dataset of the Open Reaction Database (ORD), a public repository of structured organic reaction records. describe an organic reaction: reactants, conditions, products, and yield As a reaction SMILES: [Cl:1][c:2]1[n:3][cH:4][cH:5][cH:6][c:7]1-[c:8]1[cH:9][n:10][cH:11][cH:12][cH:13]1.[NH2:14][NH2:15].[cH:16]1[cH:17][cH:18][n:19][cH:20][cH:21]1>>[c:2]1([NH:14][NH2:15])[n:3][cH:4][cH:5][cH:6][c:7]1-[c:8]1[cH:9][n:10][cH:11][cH:12][cH:13]1. Starting materials: Clc1ncccc1-c1cccnc1, NN, c1ccncc1. Product: NNc1ncccc1-c1cccnc1.